This data is from the Open Reaction Database (ORD), a public repository of structured organic reaction records. The task is: describe an organic reaction: reactants, conditions, products, and yield Reactants: COC1=CC=C(C=C1C(=O)O)C(=O)N (6-methoxyisophthalamic acid), NC1=CC=CC=2CCCCC12 (1-amino-5,6,7,8-tetrahydronaphthalene). Product: COC1=C(C=C(C(=O)N)C=C1)C(=O)NC1=CC=CC=2CCCCC12 (4-methoxy-3-N-(5,6,7,8-tetrahydronaphthalen-1-yl)isophthalamide). As a reaction SMILES: [CH3:1][O:2][C:3]1[C:8]([C:9]([OH:11])=O)=[CH:7][C:6]([C:12]([NH2:14])=[O:13])=[CH:5][CH:4]=1.[NH2:15][C:16]1[C:25]2[CH2:24][CH2:23][CH2:22][CH2:21][C:20]=2[CH:19]=[CH:18][CH:17]=1>>[CH3:1][O:2][C:3]1[CH:4]=[CH:5][C:6]([C:12]([NH2:14])=[O:13])=[CH:7][C:8]=1[C:9]([NH:15][C:16]1[C:25]2[CH2:24][CH2:23][CH2:22][CH2:21][C:20]=2[CH:19]=[CH:18][CH:17]=1)=[O:11]. Procedure: The captioned compound was synthesized from 6-methoxyisophthalamic acid and 1-amino-5,6,7,8-tetrahydronaphthalene by the same procedure as in the manufacturing method described in step C of Example 1-3-1. Reactants: O=C(Cl)c1ccc(Cl)c(O)c1, [NH4+], [OH-], O. Product: NC(=O)c1ccc(Cl)c(O)c1. RXN SMILES: [Cl:1][c:2]1[c:3]([OH:11])[cH:4][c:5]([C:6](=[O:7])[Cl:8])[cH:9][cH:10]1.[NH4+:12].[OH-:13].[OH2:14]>>[Cl:1][c:2]1[c:3]([OH:11])[cH:4][c:5]([C:6](=[O:7])[NH2:12])[cH:9][cH:10]1. The yield is 735.1%. Reactants: ClC=1C=CC(=C(NC(C(=O)OCC)=O)C1)O (ethyl 5-chloro-2-hydroxyoxanilate), C1(=CC=C(C=C1)S(=O)(=O)O)C (p-toluenesulfonic acid). Reaction conditions: time 8 hour. The solvent is C(C)(C)O (isopropyl alcohol). Product: ClC=1C=CC(=C(NC(C(=O)OC(C)C)=O)C1)O (isopropyl 5-chloro-2-hydroxyoxanilate). RXN SMILES: [Cl:1][C:2]1[CH:3]=[CH:4][C:5]([OH:16])=[C:6]([CH:15]=1)[NH:7][C:8](=[O:14])[C:9]([O:11][CH2:12][CH3:13])=[O:10].[C:17]1(C)C=CC(S(O)(=O)=O)=CC=1>C(O)(C)C>[Cl:1][C:2]1[CH:3]=[CH:4][C:5]([OH:16])=[C:6]([CH:15]=1)[NH:7][C:8](=[O:14])[C:9]([O:11][CH:12]([CH3:17])[CH3:13])=[O:10]. Reported procedure: A mixture of 2 g of ethyl 5-chloro-2-hydroxyoxanilate, 100 ml of isopropyl alcohol, and 100 mg of p-toluenesulfonic acid was refluxed for 24 hours. The reaction mixture was allowed to cool to room temperature and then allowed to stand overnight. Crystals formed were recovered by filtration and recrystallized from isopropyl alcohol to provide 1.1 g of isopropyl 5-chloro-2-hydroxyoxanilate. Reactants: C(C1=CC=CC=C1)N1CC(\C(\CC1)=C\C(=O)OCC)C (ethyl (2E)-(1-benzyl-3-methylpiperidine-4-ylidene)acetate), ClC(=O)OC(C)Cl (1-chloroethyl chloroformate). Reaction conditions: time 30 minute. Product: CC\1CNCC/C1=C\C(=O)OCC (ethyl (2E)-(3-methylpiperidine-4-ylidene)acetate). Reaction SMILES: C([N:8]1[CH2:13][CH2:12]/[C:11](=[CH:14]\[C:15]([O:17][CH2:18][CH3:19])=[O:16])/[CH:10]([CH3:20])[CH2:9]1)C1C=CC=CC=1.ClC(OC(Cl)C)=O>>[CH3:20][CH:10]1[CH2:9][NH:8][CH2:13][CH2:12]/[C:11]/1=[CH:14]\[C:15]([O:17][CH2:18][CH3:19])=[O:16]. Procedure: A mixture of ethyl (2E)-(1-benzyl-3-methylpiperidine-4-ylidene)acetate, 1-chloroethyl chloroformate and 1,2-dicholoroethane was stirred for 30 minutes heated to reflux and concentrated under reduced pressure. The residue was dissolved in EtOH and stirred for 10 minutes heated to reflux to give ethyl (2E)-(3-methylpiperidine-4-ylidene)acetate. Reactants: CC(O)c1ccccc1, CCN=C=NCCCN(C)C, CN(C)c1ccncc1, ClCCl, O=C(O)Cc1ccccc1F. Yields the product CC(OC(=O)Cc1ccccc1F)c1ccccc1. RXN SMILES: [CH3:12][CH:13]([OH:14])[c:15]1[cH:16][cH:17][cH:18][cH:19][cH:20]1.[CH3:21][CH2:22][N:23]=[C:24]=[N:25][CH2:26][CH2:27][CH2:28][N:29]([CH3:30])[CH3:31].[CH3:32][N:33]([c:34]1[cH:35][cH:36][n:37][cH:38][cH:39]1)[CH3:40].[Cl:41][CH2:42][Cl:43].[F:1][c:2]1[c:3]([CH2:8][C:9](=[O:10])[OH:11])[cH:4][cH:5][cH:6][cH:7]1>>[F:1][c:2]1[c:3]([CH2:8][C:9](=[O:10])[O:11][CH:13]([CH3:12])[c:15]2[cH:16][cH:17][cH:18][cH:19][cH:20]2)[cH:4][cH:5][cH:6][cH:7]1. Starting materials: O=C([O-])[O-], C#CCBr, C1COCCN1, CC(C)=O, [Cs+], [Cs+]. Yields the product C#CCN1CCOCC1. As a reaction SMILES: [C:1](=[O:2])([O-:3])[O-:4].[CH2:13]([C:14]#[CH:15])[Br:16].[CH2:7]1[CH2:8][O:9][CH2:10][CH2:11][NH:12]1.[CH3:17][C:18](=[O:19])[CH3:20].[Cs+:5].[Cs+:6]>>[CH2:7]1[CH2:8][O:9][CH2:10][CH2:11][N:12]1[CH2:15][C:14]#[CH:13]. The reactants are Cl (HCl), C(C)OC(CC1=NNC(C2=CC=CC=C12)=O)=O (ethyl-4-oxo-3-H-phthalazin-1-ylacetate), CC(C)([O-])C.[K+] (potassium t-butoxide), ClCCC#N (3-chloropropionitrile). The solvent is CN(C=O)C (dimethylformamide). Run at time 30 minute. Yields the product C(C)OC(CC1=NN(C(C2=CC=CC=C12)=O)CCC#N)=O (Ethyl-3-cyanoethyl-4-oxo-3-H-phthalazin-1-ylacetate). RXN SMILES: [CH2:1]([O:3][C:4](=[O:17])[CH2:5][C:6]1[C:15]2[C:10](=[CH:11][CH:12]=[CH:13][CH:14]=2)[C:9](=[O:16])[NH:8][N:7]=1)[CH3:2].CC(C)([O-])C.[K+].Cl[CH2:25][CH2:26][C:27]#[N:28].Cl>CN(C)C=O>[CH2:1]([O:3][C:4](=[O:17])[CH2:5][C:6]1[C:15]2[C:10](=[CH:11][CH:12]=[CH:13][CH:14]=2)[C:9](=[O:16])[N:8]([CH2:25][CH2:26][C:27]#[N:28])[N:7]=1)[CH3:2] |f:1.2|. Procedure details: To a solution of ethyl-4-oxo-3-H-phthalazin-1-ylacetate (10.91 g) and dry potassium t-butoxide (5.90 g) in dimethylformamide (50 ml) was added 3-chloropropionitrile (4.92 g) and the resulting solution was stirred for 30 minutes. The solution was then poured onto ice-water (300 ml); sufficient 10% HCl was added to adjust the pH of the resulting mixture to about 4.0 and the precipitated solid was collected and crystallized from methanol (yield: 7.64 g; m.p. 125°-126° C.). Reactants: C(C)(C)O (isopropyl alcohol), C(C1=CC=2OCOC2C=C1)N (piperonylamine), ClC1=NC2=CC=C(C=C2C(=N1)Cl)C#N (2,4-dichloro-6-cyanoquinazoline). Run in C(C)N(CC)CC (triethylamine). Product: ClC1=NC2=CC=C(C=C2C(=N1)NCC1=CC2=C(C=C1)OCO2)C#N (2-Chloro-4-(3,4-methylenedioxybenzyl)amino-6-cyanoquinazoline). The yield is 79.4%. Reaction SMILES: C(O)(C)C.[CH2:5]([NH2:15])[C:6]1[CH:14]=[CH:13][C:12]2[O:11][CH2:10][O:9][C:8]=2[CH:7]=1.[Cl:16][C:17]1[N:26]=[C:25](Cl)[C:24]2[C:19](=[CH:20][CH:21]=[C:22]([C:28]#[N:29])[CH:23]=2)[N:18]=1>C(N(CC)CC)C>[Cl:16][C:17]1[N:26]=[C:25]([NH:15][CH2:5][C:6]2[CH:14]=[CH:13][C:12]3[O:11][CH2:10][O:9][C:8]=3[CH:7]=2)[C:24]2[C:19](=[CH:20][CH:21]=[C:22]([C:28]#[N:29])[CH:23]=2)[N:18]=1. Reported procedure: 35 ml of isopropyl alcohol, 900 mg of triethylamine and 1.35 g of piperonylamine were added to 2 g of 2,4-dichloro-6-cyanoquinazoline. The obtained mixture was heated under reflux for 1.5 hours and hot-filtered to recover a precipitate. Thus, 2.4 g of the title compound was obtained. The reactants are C(N)(=N)C1=CC=C(C=C1)N1C(OC(C1)C(=O)N1CCC(CC1)C(=O)OC(C)(C)C)=O (tert-butyl 1-[3-(4-amidinophenyl)-2-oxo-5-oxazolidinylcarbonyl}piperidin-4-yl-carboxylate), Cl (HCl). Product: Cl.C(N)(=N)C1=CC=C(C=C1)N1C(OC(C1)C(=O)N1CCC(CC1)C(=O)O)=O (1-[3-(4-amidinophenyl)-2-oxo-5-oxazolidinylcarbonyl]piperidine-4-carboxylic acid, hydrochloride). As a reaction SMILES: [C:1]([C:4]1[CH:9]=[CH:8][C:7]([N:10]2[CH2:14][CH:13]([C:15]([N:17]3[CH2:22][CH2:21][CH:20]([C:23]([O:25]C(C)(C)C)=[O:24])[CH2:19][CH2:18]3)=[O:16])[O:12][C:11]2=[O:30])=[CH:6][CH:5]=1)(=[NH:3])[NH2:2].[ClH:31]>>[ClH:31].[C:1]([C:4]1[CH:5]=[CH:6][C:7]([N:10]2[CH2:14][CH:13]([C:15]([N:17]3[CH2:22][CH2:21][CH:20]([C:23]([OH:25])=[O:24])[CH2:19][CH2:18]3)=[O:16])[O:12][C:11]2=[O:30])=[CH:8][CH:9]=1)(=[NH:2])[NH2:3] |f:2.3|. Reported procedure: 0.41 g of tert-butyl 1-[3-(4-amidinophenyl)-2-oxo-5-oxazolidinylcarbonyl}piperidin-4-yl-carboxylate is stirred in 40 ml of ethereal HCl solution at room temperature for 2 h. The precipitate formed is filtered off with suction and washed with 20 ml of ether. The product is then treated with 5 ml of acetonitrile at 60° for 10 min, the mixture is cooled to room temperature, and the product is filtered off with suction and washed with a little acetonitrile. 1-[3-(4-amidinophenyl)-2-oxo-5-oxazolidiny...